This data is from the Open Reaction Database (ORD), a public repository of structured organic reaction records. The task is: describe an organic reaction: reactants, conditions, products, and yield Product: CON=C(C)C1CC1c1ccccc1Cl. Starting materials: CON, CO, CC(=O)C1CC1c1ccccc1Cl, Cl, O, c1ccncc1. Reaction SMILES: [CH3:21][O:22][NH2:23].[CH3:24][OH:25].[Cl:1][c:2]1[c:3]([CH:8]2[CH:9]([C:11]([CH3:12])=[O:13])[CH2:10]2)[cH:4][cH:5][cH:6][cH:7]1.[ClH:20].[OH2:26].[cH:14]1[cH:15][cH:16][n:17][cH:18][cH:19]1>>[Cl:1][c:2]1[c:3]([CH:8]2[CH:9]([C:11]([CH3:12])=[N:23][O:22][CH3:21])[CH2:10]2)[cH:4][cH:5][cH:6][cH:7]1.